From a dataset of the Open Reaction Database (ORD), a public repository of structured organic reaction records. describe an organic reaction: reactants, conditions, products, and yield As a reaction SMILES: [CH3:38][CH2:39][OH:40].[F:1][c:2]1[cH:3][cH:4][c:5](-[c:8]2[c:9]3[c:10]([n:11][c:12](-[c:20]4[cH:21][cH:22][c:23]([F:26])[cH:24][cH:25]4)[c:13]2-[c:14]2[cH:15][cH:16][n:17][cH:18][cH:19]2)[n:27][n:28]([CH2:30][C:31](=[O:32])[O:33][CH2:34][CH3:35])[cH:29]3)[cH:6][cH:7]1.[K+:37].[OH-:36].[OH2:41]>>[F:1][c:2]1[cH:3][cH:4][c:5](-[c:8]2[c:9]3[c:10]([n:11][c:12](-[c:20]4[cH:21][cH:22][c:23]([F:26])[cH:24][cH:25]4)[c:13]2-[c:14]2[cH:15][cH:16][n:17][cH:18][cH:19]2)[n:27][n:28]([CH2:30][C:31](=[O:32])[OH:33])[cH:29]3)[cH:6][cH:7]1. Reactants: CCO, CCOC(=O)Cn1cc2c(-c3ccc(F)cc3)c(-c3ccncc3)c(-c3ccc(F)cc3)nc2n1, [K+], [OH-], O. Yields the product O=C(O)Cn1cc2c(-c3ccc(F)cc3)c(-c3ccncc3)c(-c3ccc(F)cc3)nc2n1. The reactants are C(C1=CC=CC=C1)N1CCC(CC1)CC(CC1=CC=CC=C1)OC([C@@H](C)C1=CC=CC=C1)=O (1-benzyl-4-(3-phenyl-2-((S)-2-phenylpropionyl)oxypropyl)piperidine), C(=O)[O-].[NH4+] (ammonium formate). The reagents and catalysts are [OH-].[OH-].[Pd+2] (Pearlman's Catalyst). Solvent: CO (methanol). Product: 1b, C1(=CC=CC=C1)CC(CC1CCNCC1)OC([C@@H](C)C1=CC=CC=C1)=O (4-(3-phenyl-2-((S)-2-phenylpropionyl)oxypropyl)piperidine). As a reaction SMILES: C([N:8]1[CH2:13][CH2:12][CH:11]([CH2:14][CH:15]([O:23][C:24](=[O:33])[C@H:25]([C:27]2[CH:32]=[CH:31][CH:30]=[CH:29][CH:28]=2)[CH3:26])[CH2:16][C:17]2[CH:22]=[CH:21][CH:20]=[CH:19][CH:18]=2)[CH2:10][CH2:9]1)C1C=CC=CC=1.C([O-])=O.[NH4+]>[OH-].[OH-].[Pd+2].CO>[C:17]1([CH2:16][CH:15]([O:23][C:24](=[O:33])[C@H:25]([C:27]2[CH:32]=[CH:31][CH:30]=[CH:29][CH:28]=2)[CH3:26])[CH2:14][CH:11]2[CH2:10][CH2:9][NH:8][CH2:13][CH2:12]2)[CH:22]=[CH:21][CH:20]=[CH:19][CH:18]=1 |f:1.2,3.4.5|. Procedure details: A solution of 0.310 g (0.7 mmol) of 1-benzyl-4-(3-phenyl-2-((S)-2-phenylpropionyl)oxypropyl)piperidine (Step 1a, isomer 1a), 0.8 g of ammonium formate, and 0.3 g of Pearlman's Catalyst (Pd(OH)2, 20% Pd, moist, Degussa type) in 20 mL of methanol was heated at reflux for 1 h. The mixture was cooled to rt and filtered through a pad of celite and concentrated to afford isomer 1b of the title compound which was used without further purification. Reactants: O=C([O-])[O-], CCOC(=O)c1sc(NC(C)=O)nc1O, CN(C)C=O, CCOC(C)=O, FC(F)(F)c1ccccc1CBr, [K+], [K+], O. The product is CCOC(=O)c1sc(NC(C)=O)nc1OCc1ccccc1C(F)(F)F. Reaction SMILES: [C:16](=[O:17])([O-:18])[O-:19].[C:1]([CH3:2])(=[O:3])[NH:4][c:5]1[s:6][c:7]([C:11](=[O:12])[O:13][CH2:14][CH3:15])[c:8]([OH:10])[n:9]1.[CH3:35][N:36]([CH3:37])[CH:38]=[O:39].[CH3:40][CH2:41][O:42][C:43](=[O:44])[CH3:45].[F:22][C:23]([c:24]1[c:25]([CH2:26][Br:27])[cH:28][cH:29][cH:30][cH:31]1)([F:32])[F:33].[K+:20].[K+:21].[OH2:34]>>[C:1]([CH3:2])(=[O:3])[NH:4][c:5]1[s:6][c:7]([C:11](=[O:12])[O:13][CH2:14][CH3:15])[c:8]([O:10][CH2:26][c:25]2[c:24]([C:23]([F:22])([F:32])[F:33])[cH:31][cH:30][cH:29][cH:28]2)[n:9]1. Product: C(C=C)OC(C(=P(C1=CC=CC=C1)(C1=CC=CC=C1)C1=CC=CC=C1)N1C([C@@H]([C@H]1SCOC1=CC=C(C=C1)OC)[C@@H](C)OC(=O)OCC=C)=O)=O (2-[(3S,4R)-3-[(1R)-1-allyloxycarbonyloxyethyl]-4-[4-methoxyphenoxymethylthio)-2-oxo-azetidin-1-yl]-2-triphenylphosphoranylideneacetic acid allyl ester). RXN SMILES: [CH2:1]([O:4][C:5](=[O:41])[C:6]([N:26]1[C@H:29]([SH:30])[C@@H:28]([C@H:31]([O:33][C:34]([O:36][CH2:37][CH:38]=[CH2:39])=[O:35])[CH3:32])[C:27]1=[O:40])=[P:7]([C:20]1[CH:25]=[CH:24][CH:23]=[CH:22][CH:21]=1)([C:14]1[CH:19]=[CH:18][CH:17]=[CH:16][CH:15]=1)[C:8]1[CH:13]=[CH:12][CH:11]=[CH:10][CH:9]=1)[CH:2]=[CH2:3].N1C=CC=CC=1.[CH3:48][O:49][C:50]1[CH:60]=[CH:59][C:53]([O:54][CH2:55]C(Cl)=O)=[CH:52][CH:51]=1>ClCCl.CN(C)C1C=CN=CC=1.[Ag]>[CH2:1]([O:4][C:5](=[O:41])[C:6]([N:26]1[C@H:29]([S:30][CH2:48][O:49][C:50]2[CH:60]=[CH:59][C:53]([O:54][CH3:55])=[CH:52][CH:51]=2)[C@@H:28]([C@H:31]([O:33][C:34]([O:36][CH2:37][CH:38]=[CH2:39])=[O:35])[CH3:32])[C:27]1=[O:40])=[P:7]([C:14]1[CH:19]=[CH:18][CH:17]=[CH:16][CH:15]=1)([C:20]1[CH:21]=[CH:22][CH:23]=[CH:24][CH:25]=1)[C:8]1[CH:13]=[CH:12][CH:11]=[CH:10][CH:9]=1)[CH:2]=[CH2:3]. The solvent is ClCCl (dichloromethane). The reagents and catalysts are CN(C1=CC=NC=C1)C (4-dimethylaminopyridine), [Ag] (silver). Procedure details: The starting material is prepared as follows: A solution of 2.43 g of the silver salt of 2-[(3S,4R)-3-[(1R)-1-allyloxycarbonyloxyethyl]-4-mercapto-2-oxo-azetidin-1-yl]-2-triphenylphosphoranylideneacetic acid allyl ester in 40 ml of absolute dichloromethane is treated successively with 0.56 ml of pyridine, 20 mg of 4-dimethylaminopyridine and 1.12 g of 4-methoxyphenoxyacetylchloride. The work-up procedure described above gives the desired 2-[(3S,4R)-3-[(1R)-1-allyloxycarbonyloxyethyl]-4-[4-methox... Reactants: C(C=C)OC(C(=P(C1=CC=CC=C1)(C1=CC=CC=C1)C1=CC=CC=C1)N1C([C@@H]([C@H]1S)[C@@H](C)OC(=O)OCC=C)=O)=O (2-[(3S,4R)-3-[(1R)-1-allyloxycarbonyloxyethyl]-4-mercapto-2-oxo-azetidin-1-yl]-2-triphenylphosphoranylideneacetic acid allyl ester), N1=CC=CC=C1 (pyridine), COC1=CC=C(OCC(=O)Cl)C=C1 (4-methoxyphenoxyacetylchloride). The reactants are CN1N=C(C=C1)C(=O)O (1-methyl-1H-pyrazole-3-carboxylic acid), NC1=CC2=C(C=N1)C(C(N2C2CC2)=O)(C)C (6-amino-1-cyclopropyl-3,3-dimethyl-1H-pyrrolo[3,2-c]pyridin-2(3H)-one). The product is C1(CC1)N1C(C(C=2C=NC(=CC21)NC(=O)C2=NN(C=C2)C)(C)C)=O (N-(1-Cyclopropyl-3,3-dimethyl-2-oxo-2,3-dihydro-1H-pyrrolo[3,2-c]pyridin-6-yl)-1-methyl-1H-pyrazole-3-carboxamide). As a reaction SMILES: [CH3:1][N:2]1[CH:6]=[CH:5][C:4]([C:7]([OH:9])=O)=[N:3]1.[NH2:10][C:11]1[N:16]=[CH:15][C:14]2[C:17]([CH3:25])([CH3:24])[C:18](=[O:23])[N:19]([CH:20]3[CH2:22][CH2:21]3)[C:13]=2[CH:12]=1>>[CH:20]1([N:19]2[C:13]3[CH:12]=[C:11]([NH:10][C:7]([C:4]4[CH:5]=[CH:6][N:2]([CH3:1])[N:3]=4)=[O:9])[N:16]=[CH:15][C:14]=3[C:17]([CH3:24])([CH3:25])[C:18]2=[O:23])[CH2:22][CH2:21]1. Procedure: Prepared in analogy to example 26 from 1-methyl-1H-pyrazole-3-carboxylic acid and 6-amino-1-cyclopropyl-3,3-dimethyl-1H-pyrrolo[3,2-c]pyridin-2(3H)-one (example 79c). The title compound was obtained as white crystals. The reactants are CC1(OC2=C(C1)C=CC=C2S(=O)(=O)Cl)C (2,3-dihydro-2,2-dimethyl-7-benzofuransulfonyl chloride), [OH-].[NH4+] (ammonium hydroxide). Run in O1CCCC1 (tetrahydrofuran). Conditions: time 3 hour. As a reaction SMILES: [CH3:1][C:2]1([CH3:15])[CH2:6][C:5]2[CH:7]=[CH:8][CH:9]=[C:10]([S:11](Cl)(=[O:13])=[O:12])[C:4]=2[O:3]1.[OH-].[NH4+:17]>O1CCCC1>[CH3:1][C:2]1([CH3:15])[CH2:6][C:5]2[CH:7]=[CH:8][CH:9]=[C:10]([S:11]([NH2:17])(=[O:13])=[O:12])[C:4]=2[O:3]1 |f:1.2|. Product: CC1(OC2=C(C1)C=CC=C2S(=O)(=O)N)C (2,3-dihydro-2,2-dimethyl-7-benzofuransulfonamide). Procedure: A solution of 26 g of 2,3-dihydro-2,2-dimethyl-7-benzofuransulfonyl chloride prepared in Example 1, in 130 ml of tetrahydrofuran, was cooled in an ice-water bath while about 30 ml of concentrated aqueous ammonium hydroxide was added portionwise at 10° to 30° C. The resulting suspension was stirred at room temperature for 3 hours, then the solvent was evaporated under reduced pressure. The residue was stirred in 150 ml of water for 0.5 hour, then filtered. The crude, wet solid was dissolved in ch...